This data is from the Open Reaction Database (ORD), a public repository of structured organic reaction records. The task is: describe an organic reaction: reactants, conditions, products, and yield Starting materials: ClC1=CC=C(C=C1)C=1SC=CC1 (2-(4-chlorophenyl)thiophene), C(CCC)[Li] (n-butyl lithium), IC1=CC=C(C(=O)OCC)C=C1 (ethyl 4-iodobenzoate), Cl (hydrochloric acid). The reagents and catalysts are [Cl-].[Zn+2].[Cl-] (zinc chloride), C=1C=CC(=CC1)[P](C=2C=CC=CC2)(C=3C=CC=CC3)[Pd]([P](C=4C=CC=CC4)(C=5C=CC=CC5)C=6C=CC=CC6)([P](C=7C=CC=CC7)(C=8C=CC=CC8)C=9C=CC=CC9)[P](C=1C=CC=CC1)(C=1C=CC=CC1)C=1C=CC=CC1 (tetrakis(triphenylphosphine)palladium). Run in O1CCCC1 (tetrahydrofuran), O1CCCC1 (tetrahydrofuran). Reaction conditions: time 1 hour. Yields the product ClC1=CC=C(C=C1)C1=CC=C(S1)C1=CC=C(C(=O)OCC)C=C1 (ethyl 4-[5-(4-chlorophenyl)-2-thienyl]benzoate). Isolated yield 45.0%. Reaction SMILES: [Cl:1][C:2]1[CH:7]=[CH:6][C:5]([C:8]2[S:9][CH:10]=[CH:11][CH:12]=2)=[CH:4][CH:3]=1.C([Li])CCC.I[C:19]1[CH:29]=[CH:28][C:22]([C:23]([O:25][CH2:26][CH3:27])=[O:24])=[CH:21][CH:20]=1.Cl>O1CCCC1.[Cl-].[Zn+2].[Cl-].C1C=CC([P]([Pd]([P](C2C=CC=CC=2)(C2C=CC=CC=2)C2C=CC=CC=2)([P](C2C=CC=CC=2)(C2C=CC=CC=2)C2C=CC=CC=2)[P](C2C=CC=CC=2)(C2C=CC=CC=2)C2C=CC=CC=2)(C2C=CC=CC=2)C2C=CC=CC=2)=CC=1>[Cl:1][C:2]1[CH:3]=[CH:4][C:5]([C:8]2[S:9][C:10]([C:19]3[CH:29]=[CH:28][C:22]([C:23]([O:25][CH2:26][CH3:27])=[O:24])=[CH:21][CH:20]=3)=[CH:11][CH:12]=2)=[CH:6][CH:7]=1 |f:5.6.7,^1:42,44,63,82|. Procedure: To a solution (15 ml) of 2-(4-chlorophenyl)thiophene (2.63 g) in tetrahydrofuran was added dropwise n-butyl lithium (1.6 M solution in hexane, 9.00 ml) under an argon atmosphere at −78° C. This mixed solution was heated to room temperature, and a solution (30 ml) of zinc chloride (2.04 g) in tetrahydrofuran was added. This mixture was stirred for 1 hr., and ethyl 4-iodobenzoate (1.16 ml) and tetrakis(triphenylphosphine)palladium (0.202 g) were added. This mixture was stirred overnight under an a... Reactants: C(C1=CC=CC=C1)(=O)O (benzoic acid), C1(CCCCC1)N=C=NC1CCCCC1 (1,3-dicyclohexylcarbodiimide), COC=1C=C2CC3(CN(C2=C(C1C)C)CCCN)CCC3 (3-(6′-methoxy-7′,8′-dimethyl-2′,4′-dihydro-1′H-spiro[cyclobutane-1,3′-quinoline]-1′-yl)propan-1-amine). The reagents and catalysts are CN(C1=CC=NC=C1)C (4-dimethylaminopyridine). The solvent is ClCCl (dichloromethane), ClCCl (dichloromethane). Conditions: time 2 hour. Yields the product COC=1C=C2CC3(CN(C2=C(C1C)C)CCCNC(C1=CC=CC=C1)=O)CCC3 (N-(3-(6′-methoxy-7′,8′-dimethyl-2′,4′-dihydro-1′H-spiro[cyclobutane-1,3′-quinoline]-1′-yl)propyl)benzamide). The yield is 87.3%. As a reaction SMILES: [CH3:1][O:2][C:3]1[CH:4]=[C:5]2[C:10](=[C:11]([CH3:14])[C:12]=1[CH3:13])[N:9]([CH2:15][CH2:16][CH2:17][NH2:18])[CH2:8][C:7]1([CH2:21][CH2:20][CH2:19]1)[CH2:6]2.[C:22](O)(=[O:29])[C:23]1[CH:28]=[CH:27][CH:26]=[CH:25][CH:24]=1.C1(N=C=NC2CCCCC2)CCCCC1>ClCCl.CN(C)C1C=CN=CC=1>[CH3:1][O:2][C:3]1[CH:4]=[C:5]2[C:10](=[C:11]([CH3:14])[C:12]=1[CH3:13])[N:9]([CH2:15][CH2:16][CH2:17][NH:18][C:22](=[O:29])[C:23]1[CH:28]=[CH:27][CH:26]=[CH:25][CH:24]=1)[CH2:8][C:7]1([CH2:19][CH2:20][CH2:21]1)[CH2:6]2. Reported procedure: To a solution of 3-(6′-methoxy-7′,8′-dimethyl-2′,4′-dihydro-1′H-spiro[cyclobutane-1,3′-quinoline]-1′-yl)propan-1-amine (80 mg) prepared as described herein, dissolved in 2 mL dichloromethane, was added benzoic acid (67.6 g), 1,3-dicyclohexylcarbodiimide (68.4 mg), 4-dimethylaminopyridine (18 mg) at room temperature. After 2 hours, more dichloromethane was added and the mixture was filtered. The filtrate was concentrated onto silica gel and purified through a column (Hexane/EtOAc, 10:6-10:7), to ... Reactants: C([O-])([O-])=O.[K+].[K+] (potassium carbonate), C(C)OC(OCC)P(OCC)=O (ethyl diethoxymethylphosphinate), molar solution, C(C1=CC=CC=C1)[Mg]Cl (benzylmagnesium chloride). Solvent: O (water), C(C)OCC (diethyl ether). Product: C(C1=CC=CC=C1)P(C(OCC)OCC)=O (benzyl(diethoxymethyl)phosphine oxide). As a reaction SMILES: [CH2:1]([O:3][CH:4]([PH:8](=[O:12])OCC)[O:5][CH2:6][CH3:7])[CH3:2].[CH2:13]([Mg]Cl)[C:14]1[CH:19]=[CH:18][CH:17]=[CH:16][CH:15]=1.C(=O)([O-])[O-].[K+].[K+]>C(OCC)C.O>[CH2:13]([PH:8](=[O:12])[CH:4]([O:3][CH2:1][CH3:2])[O:5][CH2:6][CH3:7])[C:14]1[CH:19]=[CH:18][CH:17]=[CH:16][CH:15]=1 |f:2.3.4|. Procedure: By a procedure analogous to that of Example 1, but using 1.96 g of ethyl diethoxymethylphosphinate and 20 ml of a molar solution of benzylmagnesium chloride in diethyl ether and adding 4.14 g of potassium carbonate in 5 ml of water to precipitate inorganic salts, benzyl(diethoxymethyl)phosphine oxide is obtained as a colourless oil. Starting materials: C1(CCCCC1)CC1CCC=2NC(=CC21)C(=O)OC (methyl 4-(cyclohexylmethyl)-1,4,5,6-tetrahydrocyclopenta[b]pyrrole-2-carboxylate), O.[OH-].[Li+] (lithium hydroxide monohydrate). The product is C1(CCCCC1)CC1CCC=2NC(=CC21)C(=O)O (4-(cyclohexylmethyl)-1,4,5,6-tetrahydrocyclopenta[b]pyrrole-2-carboxylic acid), C1(CCCCC1)CC1CCC=2NC(=CC21)C(=O)[O-] (4-(cyclohexylmethyl)-1,4,5,6-tetrahydrocyclopenta[b]pyrrole-2-carboxylate). The yield is 21.0%. Reaction SMILES: [CH:1]1([CH2:7][CH:8]2[C:15]3[CH:14]=[C:13]([C:16]([O:18]C)=[O:17])[NH:12][C:11]=3[CH2:10][CH2:9]2)[CH2:6][CH2:5][CH2:4][CH2:3][CH2:2]1.O.[OH-].[Li+]>>[CH:1]1([CH2:7][CH:8]2[C:15]3[CH:14]=[C:13]([C:16]([OH:18])=[O:17])[NH:12][C:11]=3[CH2:10][CH2:9]2)[CH2:2][CH2:3][CH2:4][CH2:5][CH2:6]1.[CH:1]1([CH2:7][CH:8]2[C:15]3[CH:14]=[C:13]([C:16]([O-:18])=[O:17])[NH:12][C:11]=3[CH2:10][CH2:9]2)[CH2:2][CH2:3][CH2:4][CH2:5][CH2:6]1 |f:1.2.3|. Procedure: The title compound was synthesized from methyl 4-(cyclohexylmethyl)-1,4,5,6-tetrahydrocyclopenta[b]pyrrole-2-carboxylate and lithium hydroxide monohydrate according to General Procedure 7. The crude product was dried onto silica gel and purified by chromatography (0 to 100% EtOAc/heptane) to give 4-(cyclohexylmethyl)-1,4,5,6-tetrahydrocyclopenta[b]pyrrole-2-carboxylate as a brown solid (0.018 g, 21%). 1H NMR (400 MHz, METHANOL-d4) δ ppm 0.87-1.02 (m, 2H) 1.14-1.36 (m, 5H) 1.36-1.54 (m, 2H) 1.63-... The reactants are ClCl (chlorine), C31H31ClN4O4, CC=1C=C(C(=O)O)C=CC1C(=O)N1CCCC1 (3-methyl-4-(pyrrolidin-1-ylcarbonyl)benzoic acid), CN(C)C(=[N+](C)C)ON1C2=C(C=CC=C2)N=N1.[B-](F)(F)(F)F (TBTU), C(C)(C)N(CC)C(C)C (diisopropylethylamine), C(C1=CC=CC=C1)OC(=O)CC[C@@H](C1=NC2=C(N1)C=CC(=C2)Cl)N ((S)-3-benzyloxycarbonyl-1-(5-chloro-1H-benzimidazol-2-yl)propylamine). Run in C(C)(=O)OCC.C(C)O (ethyl acetate ethanol), O1CCCC1 (tetrahydrofuran). Yields the product C(C1=CC=CC=C1)OC(=O)CC[C@@H](C1=NC2=C(N1)C=CC(=C2)Cl)NC(C2=CC(=C(C=C2)C(=O)N2CCCC2)C)=O (N-[(1S)-3-benzyloxycarbonyl-1-(5-chloro-1H-benzimidazol-2-yl)propyl]-3-methyl-4-(pyrrolidin-1-ylcarbonyl)benzamide). The yield is 71.0%. As a reaction SMILES: [CH3:1][C:2]1[CH:3]=[C:4]([CH:8]=[CH:9][C:10]=1[C:11]([N:13]1[CH2:17][CH2:16][CH2:15][CH2:14]1)=[O:12])[C:5]([OH:7])=O.CN(C(ON1N=NC2C=CC=CC1=2)=[N+](C)C)C.[B-](F)(F)(F)F.C(N(C(C)C)CC)(C)C.[CH2:49]([O:56][C:57]([CH2:59][CH2:60][C@H:61]([NH2:72])[C:62]1[NH:66][C:65]2[CH:67]=[CH:68][C:69]([Cl:71])=[CH:70][C:64]=2[N:63]=1)=[O:58])[C:50]1[CH:55]=[CH:54][CH:53]=[CH:52][CH:51]=1.ClCl>O1CCCC1.C(OCC)(=O)C.C(O)C>[CH2:49]([O:56][C:57]([CH2:59][CH2:60][C@H:61]([NH:72][C:5](=[O:7])[C:4]1[CH:8]=[CH:9][C:10]([C:11]([N:13]2[CH2:17][CH2:16][CH2:15][CH2:14]2)=[O:12])=[C:2]([CH3:1])[CH:3]=1)[C:62]1[NH:66][C:65]2[CH:67]=[CH:68][C:69]([Cl:71])=[CH:70][C:64]=2[N:63]=1)=[O:58])[C:50]1[CH:51]=[CH:52][CH:53]=[CH:54][CH:55]=1 |f:1.2,7.8|. Procedure details: Prepared analogously to Example 1g from 3-methyl-4-(pyrrolidin-1-ylcarbonyl)benzoic acid, TBTU, diisopropylethylamine, and (S)-3-benzyloxycarbonyl-1-(5-chloro-1H-benzimidazol-2-yl)propylamine in tetrahydrofuran. Yield: 71%; Rf value: 0.24 (silica gel; ethyl acetate/ethanol=95:5); C31H31ClN4O4 (559.06); mass spectrum: (M+H)+=559/561 (chlorine isotope). Starting materials: C(=O)(OC(C)(C)C)N1CCC(CC1)N1C(OC(C1)CN1CCN(CC1)CCC(=O)OC)=O (3-(1-BOC-4-piperidyl)-5-[4-(2-methoxycarbonylethyl)-piperazino]methyloxazolidin-2-one), [OH-].[Na+] (NaOH). Run in CO (methanol). Conditions: time 4 hour. Product: C(=O)(OC(C)(C)C)N1CCC(CC1)N1C(OC(C1)CN1CCN(CC1)CCC(=O)O)=O (3-(1-BOC-4-piperidyl)-5-[4-(2-carboxyethyl)piperazino]methyloxazolidin-2-one). RXN SMILES: [C:1]([N:8]1[CH2:13][CH2:12][CH:11]([N:14]2[CH2:18][CH:17]([CH2:19][N:20]3[CH2:25][CH2:24][N:23]([CH2:26][CH2:27][C:28]([O:30]C)=[O:29])[CH2:22][CH2:21]3)[O:16][C:15]2=[O:32])[CH2:10][CH2:9]1)([O:3][C:4]([CH3:7])([CH3:6])[CH3:5])=[O:2].[OH-].[Na+]>CO>[C:1]([N:8]1[CH2:13][CH2:12][CH:11]([N:14]2[CH2:18][CH:17]([CH2:19][N:20]3[CH2:25][CH2:24][N:23]([CH2:26][CH2:27][C:28]([OH:30])=[O:29])[CH2:22][CH2:21]3)[O:16][C:15]2=[O:32])[CH2:10][CH2:9]1)([O:3][C:4]([CH3:6])([CH3:7])[CH3:5])=[O:2] |f:1.2|. Procedure details: 0.8 g of 3-(1-BOC-4-piperidyl)-5-[4-(2-methoxycarbonylethyl)-piperazino]methyloxazolidin-2-one [obtainable according to Ex. 1] is suspended in 60 ml of methanol, and the mixture is treated with 4 ml of 2N NaOH solution and stirred at room temperature for 4 hours. After removal of the solvent, the residue is taken up in water, the pH is adjusted to 3 by addition of dilute HCl and the reaction mixture is filtered through an ion exchanger. The filtrate is dried over MgSO4. After removal of the solv... Reactants: C(C)(C)(C)N (tert-butylamine), C(C)OC(C(C(=O)C1=C(C(=C(C(=C1)F)F)F)F)=COCC)=O (3-(2,3,4,5-tetrafluorophenyl)-3-oxo-2-(ethoxymethylene)-propanoic acid ethyl ester). Run in C(C)O (ethanol), C(C)O (ethanol), C(C)O (ethanol). Reaction conditions: time 2 hour. The product is C(C)OC(C(C(=O)C1=C(C(=C(C(=C1)F)F)F)F)=CNC(C)(C)C)=O (3-(2,3,4,5-TETRAFLUOROPHENYL)-3-OXO-2-(((1,1-DIMETHYLETHYL)AMINO)METHYLENE)-PROPANOIC ACID ETHYL ESTER). Yield: 48.7%. RXN SMILES: [C:1]([NH2:5])([CH3:4])([CH3:3])[CH3:2].[CH2:6]([O:8][C:9](=[O:27])[C:10](=[CH:23]OCC)[C:11]([C:13]1[CH:18]=[C:17]([F:19])[C:16]([F:20])=[C:15]([F:21])[C:14]=1[F:22])=[O:12])[CH3:7]>C(O)C>[CH2:6]([O:8][C:9](=[O:27])[C:10](=[CH:23][NH:5][C:1]([CH3:4])([CH3:3])[CH3:2])[C:11]([C:13]1[CH:18]=[C:17]([F:19])[C:16]([F:20])=[C:15]([F:21])[C:14]=1[F:22])=[O:12])[CH3:7]. Reported procedure: A solution of 1.77 g (24.2 mmoles) tert-butylamine in 2 mL ethanol was added to a mixture of 7.05 g (22 mmoles) of 3-(2,3,4,5-tetrafluorophenyl)-3-oxo-2-(ethoxymethylene)-propanoic acid ethyl ester and 9 mL ethanol cooled in a bath containing ice and salt. More ethanol (2.3 mL) was added and the mixture was stirred at room temperature for 2 hours. After cooling at 0° C., the resulting precipitate was filtered and washed with ethanol to give 3.72 g of titled compound. MP 112° C. Starting materials: COc1cc(OC)c(C=CC(=O)Nc2ccc(OC)c([N+](=O)[O-])c2)c(OC)c1, CCOC(C)=O, CC(C)=O, [Na+], [Na+], O, O, O=S([O-])S(=O)[O-]. Yields the product COc1cc(OC)c(C=CC(=O)Nc2ccc(OC)c(N)c2)c(OC)c1. RXN SMILES: [CH3:1][O:2][c:3]1[c:4]([N+:26]([O-:27])=[O:28])[cH:5][c:6]([NH:9][C:10]([CH:11]=[CH:12][c:13]2[c:14]([O:23][CH3:24])[cH:15][c:16]([O:21][CH3:22])[cH:17][c:18]2[O:19][CH3:20])=[O:25])[cH:7][cH:8]1.[CH3:38][CH2:39][O:40][C:41](=[O:42])[CH3:43].[CH3:45][C:46]([CH3:47])=[O:48].[Na+:35].[Na+:36].[OH2:37].[OH2:44].[S:29]([S:30]([O-:31])=[O:32])([O-:33])=[O:34]>>[CH3:1][O:2][c:3]1[c:4]([NH2:26])[cH:5][c:6]([NH:9][C:10]([CH:11]=[CH:12][c:13]2[c:14]([O:23][CH3:24])[cH:15][c:16]([O:21][CH3:22])[cH:17][c:18]2[O:19][CH3:20])=[O:25])[cH:7][cH:8]1.